From a dataset of the Open Reaction Database (ORD), a public repository of structured organic reaction records. describe an organic reaction: reactants, conditions, products, and yield Starting materials: Cl.Cl.NC1=CC(=C(C(=O)NCC2CCNCC2)C=C1Cl)OC (4-Amino-5-chloro-2-methoxy-N-(piperidin-4-ylmethyl)benzamide dihydrochloride), BrCCCCCC(=O)C1=CN(C2=CC=C(C=C12)C)C (6-bromo-1-(1,5-dimethyl-1 H-indol-3-yl)-1-hexanone). Product: NC1=CC(=C(C(=O)NCC2CCN(CC2)CCCCCC(=O)C2=CN(C3=CC=C(C=C23)C)C)C=C1Cl)OC (4-amino-5-chloro-2-methoxy-N-((1-(6-(1,5-dimethyl-1H-indol-3-yl)-6-oxohexyl)piperidin-4-yl)methyl)benzamide). Reaction SMILES: Cl.Cl.[NH2:3][C:4]1[C:19]([Cl:20])=[CH:18][C:7]([C:8]([NH:10][CH2:11][CH:12]2[CH2:17][CH2:16][NH:15][CH2:14][CH2:13]2)=[O:9])=[C:6]([O:21][CH3:22])[CH:5]=1.Br[CH2:24][CH2:25][CH2:26][CH2:27][CH2:28][C:29]([C:31]1[C:39]2[C:34](=[CH:35][CH:36]=[C:37]([CH3:40])[CH:38]=2)[N:33]([CH3:41])[CH:32]=1)=[O:30]>>[NH2:3][C:4]1[C:19]([Cl:20])=[CH:18][C:7]([C:8]([NH:10][CH2:11][CH:12]2[CH2:13][CH2:14][N:15]([CH2:24][CH2:25][CH2:26][CH2:27][CH2:28][C:29]([C:31]3[C:39]4[C:34](=[CH:35][CH:36]=[C:37]([CH3:40])[CH:38]=4)[N:33]([CH3:41])[CH:32]=3)=[O:30])[CH2:16][CH2:17]2)=[O:9])=[C:6]([O:21][CH3:22])[CH:5]=1 |f:0.1.2|. Reported procedure: 4-Amino-5-chloro-2-methoxy-N-(piperidin-4-ylmethyl)benzamide dihydrochloride as starting compound and 6-bromo-1-(1,5-dimethyl-1 H-indol-3-yl)-1-hexanone are reacted and treated in the same manner as in Example 199 to give 4-amino-5-chloro-2-methoxy-N-((1-(6-(1,5-dimethyl-1H-indol-3-yl)-6-oxohexyl)piperidin-4-yl)methyl)benzamide. Reagents/catalysts: [Na+].[I-] (NaI). Procedure details: To 500 ml of ice cooled methyl ethyl ketone, 126.5 g (1 mol) of benzyl chloride, 100 g (1 mol) of 2-methylpiperazine, 138 g (1 mol) of anhydrous K2CO3 and 2 g of NaI are added. The mixture is stirred at the reflux temperature for 2 hours, then cooled to room temperature; K2CO3 is filtered off and the solvent evaporated. The residue is dissolved in diluted NaOH, extracted with some ethyl ether, washed with water, dried over Na2SO4 and the solvent is evaporated off to provide 55 g of 1-benzyl-3-me... Reaction SMILES: [CH2:1](Cl)[C:2]1[CH:7]=[CH:6][CH:5]=[CH:4][CH:3]=1.[CH3:9][CH:10]1[CH2:15][NH:14][CH2:13][CH2:12][NH:11]1.C([O-])([O-])=O.[K+].[K+]>[Na+].[I-].C(C(C)=O)C>[CH2:1]([N:14]1[CH2:13][CH2:12][NH:11][CH:10]([CH3:9])[CH2:15]1)[C:2]1[CH:7]=[CH:6][CH:5]=[CH:4][CH:3]=1 |f:2.3.4,5.6|. The solvent is C(C)C(=O)C (methyl ethyl ketone). Yields the product C(C1=CC=CC=C1)N1CC(NCC1)C (1-benzyl-3-methylpiperazine). Reaction conditions: time 2 hour. Isolated yield 28.9%. Starting materials: ice, C(C1=CC=CC=C1)Cl (benzyl chloride), CC1NCCNC1 (2-methylpiperazine), C(=O)([O-])[O-].[K+].[K+] (K2CO3).